Dataset: the Open Reaction Database (ORD), a public repository of structured organic reaction records. Task: describe an organic reaction: reactants, conditions, products, and yield The reactants are Brc1ccncc1, C#C[Si](C)(C)C, ClCCl, CCN(C(C)C)C(C)C, Cl, [Cu]I, CN(C)C=O, Cl[Pd]Cl, c1ccc(P(c2ccccc2)c2ccccc2)cc1, c1ccc(P(c2ccccc2)c2ccccc2)cc1. Yields the product C[Si](C)(C)C#Cc1ccncc1. As a reaction SMILES: [Br:2][c:3]1[cH:4][cH:5][n:6][cH:7][cH:8]1.[C:9](#[CH:10])[Si:11]([CH3:12])([CH3:13])[CH3:14].[CH2:29]([Cl:30])[Cl:31].[CH:15]([N:16]([CH:17]([CH3:18])[CH3:19])[CH2:20][CH3:21])([CH3:22])[CH3:23].[ClH:1].[Cu:73][I:74].[O:24]=[CH:25][N:26]([CH3:27])[CH3:28].[Pd:32]([Cl:33])[Cl:34].[c:35]1([P:36]([c:37]2[cH:38][cH:39][cH:40][cH:41][cH:42]2)[c:43]2[cH:44][cH:45][cH:46][cH:47][cH:48]2)[cH:49][cH:50][cH:51][cH:52][cH:53]1.[c:54]1([P:55]([c:56]2[cH:57][cH:58][cH:59][cH:60][cH:61]2)[c:62]2[cH:63][cH:64][cH:65][cH:66][cH:67]2)[cH:68][cH:69][cH:70][cH:71][cH:72]1>>[c:3]1([C:10]#[C:9][Si:11]([CH3:12])([CH3:13])[CH3:14])[cH:4][cH:5][n:6][cH:7][cH:8]1.